Dataset: the Open Reaction Database (ORD), a public repository of structured organic reaction records. Task: describe an organic reaction: reactants, conditions, products, and yield Starting materials: O=C([O-])[O-], [Cs+], [Cs+], N#Cc1ccc(Cn2ccnc2)cc1F, O=c1ccccn1-c1ccccc1O, CN(C)C=O. Product: N#Cc1ccc(Cn2ccnc2)cc1Oc1ccccc1-n1ccccc1=O. As a reaction SMILES: [C:30](=[O:31])([O-:32])[O-:33].[Cs+:34].[Cs+:35].[F:1][c:2]1[c:3]([C:4]#[N:5])[cH:6][cH:7][c:8]([CH2:10][n:11]2[cH:12][n:13][cH:14][cH:15]2)[cH:9]1.[O:16]=[c:17]1[n:18](-[c:23]2[c:24]([OH:29])[cH:25][cH:26][cH:27][cH:28]2)[cH:19][cH:20][cH:21][cH:22]1.[O:36]=[CH:37][N:38]([CH3:39])[CH3:40]>>[c:2]1([O:29][c:24]2[c:23](-[n:18]3[c:17](=[O:16])[cH:22][cH:21][cH:20][cH:19]3)[cH:28][cH:27][cH:26][cH:25]2)[c:3]([C:4]#[N:5])[cH:6][cH:7][c:8]([CH2:10][n:11]2[cH:12][n:13][cH:14][cH:15]2)[cH:9]1. Starting materials: [BH4-], [Cl-], [Li+], [NH4+], C1CCOC1, COC(=O)C(CC(=O)N1CCC(=C2c3ccccc3C=Cc3ccccc32)CC1)NC(=O)C(C)(C)C. Yields the product CC(C)(C)C(=O)NC(CO)CC(=O)N1CCC(=C2c3ccccc3C=Cc3ccccc32)CC1. RXN SMILES: [BH4-:37].[Cl-:39].[Li+:38].[NH4+:40].[O:41]1[CH2:42][CH2:43][CH2:44][CH2:45]1.[cH:1]1[cH:2][cH:3][cH:4][c:5]2[c:11]1[CH:10]=[CH:9][c:8]1[c:7]([cH:15][cH:14][cH:13][cH:12]1)[C:6]2=[C:16]1[CH2:17][CH2:18][N:19]([C:22]([CH2:23][CH:24]([C:25](=[O:26])[O:27][CH3:28])[NH:29][C:30]([C:31]([CH3:32])([CH3:33])[CH3:34])=[O:35])=[O:36])[CH2:20][CH2:21]1>>[cH:1]1[cH:2][cH:3][cH:4][c:5]2[c:11]1[CH:10]=[CH:9][c:8]1[c:7]([cH:15][cH:14][cH:13][cH:12]1)[C:6]2=[C:16]1[CH2:17][CH2:18][N:19]([C:22]([CH2:23][CH:24]([CH2:25][OH:26])[NH:29][C:30]([C:31]([CH3:32])([CH3:33])[CH3:34])=[O:35])=[O:36])[CH2:20][CH2:21]1.